This data is from the Open Reaction Database (ORD), a public repository of structured organic reaction records. The task is: describe an organic reaction: reactants, conditions, products, and yield As a reaction SMILES: [O:1]=[S:2]1(=[O:33])[CH2:7][CH2:6][N:5]([CH2:8][C:9]2[CH:14]=[CH:13][C:12]([NH:15][C:16]([C:18]3[CH:23]=[CH:22][C:21]([C:24]4[CH:29]=[C:28]([CH2:30][OH:31])[CH:27]=[CH:26][C:25]=4[CH3:32])=[CH:20][CH:19]=3)=[O:17])=[CH:11][CH:10]=2)[CH2:4][CH2:3]1>ClCCl.[O-2].[O-2].[Mn+4]>[O:33]=[S:2]1(=[O:1])[CH2:7][CH2:6][N:5]([CH2:8][C:9]2[CH:14]=[CH:13][C:12]([NH:15][C:16]([C:18]3[CH:19]=[CH:20][C:21]([C:24]4[CH:29]=[C:28]([CH:30]=[O:31])[CH:27]=[CH:26][C:25]=4[CH3:32])=[CH:22][CH:23]=3)=[O:17])=[CH:11][CH:10]=2)[CH2:4][CH2:3]1 |f:2.3.4|. Yields the product O=S1(CCN(CC1)CC1=CC=C(C=C1)NC(=O)C1=CC=C(C=C1)C1=C(C=CC(=C1)C=O)C)=O (5′-Formyl-2′-methyl-biphenyl-4-carboxylic acid [4-(1,1-dioxo-1 lambda*6*-thiomorpholin-4-ylmethyl)-phenyl]-amide). The reagents and catalysts are [O-2].[O-2].[Mn+4] (manganese dioxide). Reaction conditions: time 18 hour. Isolated yield 96.4%. Reactants: O=S1(CCN(CC1)CC1=CC=C(C=C1)NC(=O)C1=CC=C(C=C1)C1=C(C=CC(=C1)CO)C)=O (5′-Hydroxymethyl-2′-methyl-biphenyl-4-carboxylic acid [4-(1,1-dioxo-1lambda*6*-thiomorpholin-4-ylmethyl)-phenyl]-amide). Procedure: 5′-Hydroxymethyl-2′-methyl-biphenyl-4-carboxylic acid [4-(1,1-dioxo-1lambda*6*-thiomorpholin-4-ylmethyl)-phenyl]-amide (500 mg) in dichloromethane (30 ml) was treated with manganese dioxide (3 g) and the mixture stirred at 20 C for 18 h. The suspension was then filtered through celite and the mother liquor evaporated giving the title compound as a colourless oil (480 mg) The solvent is ClCCl (dichloromethane). Reactants: Cn1nccc1N, COCc1cc2c(C(=O)O)ccc(OC)c2o1. Product: COCc1cc2c(C(=O)Nc3ccnn3C)ccc(OC)c2o1. Reaction SMILES: [CH3:18][n:19]1[n:20][cH:21][cH:22][c:23]1[NH2:24].[CH3:1][O:2][c:3]1[cH:4][cH:5][c:6]([C:15](=[O:16])[OH:17])[c:7]2[cH:8][c:9]([CH2:12][O:13][CH3:14])[o:10][c:11]12>>[CH3:1][O:2][c:3]1[cH:4][cH:5][c:6]([C:15](=[O:17])[NH:24][c:23]2[n:19]([CH3:18])[n:20][cH:21][cH:22]2)[c:7]2[cH:8][c:9]([CH2:12][O:13][CH3:14])[o:10][c:11]12.